This data is from the Open Reaction Database (ORD), a public repository of structured organic reaction records. The task is: describe an organic reaction: reactants, conditions, products, and yield Reactants: ClCC1=NC=CC(=N1)N (2-chloromethyl-pyrimidin-4-ylamine), OCC1CC1 (Hydroxymethylcyclopropane), O (water). Run in C1CCOC1 (THF), C1CCOC1 (THF), [H-].[Na+] (sodium hydride). Conditions: time 30 minute. Yields the product C1(CC1)COCC1=NC=CC(=N1)N (2-cyclopropylmethoxymethyl-pyrimidin-4-ylamine). Yield: 21.6%. Reaction SMILES: [OH:1][CH2:2][CH:3]1[CH2:5][CH2:4]1.Cl[CH2:7][C:8]1[N:13]=[C:12]([NH2:14])[CH:11]=[CH:10][N:9]=1.O>C1COCC1.[H-].[Na+]>[CH:3]1([CH2:2][O:1][CH2:7][C:8]2[N:13]=[C:12]([NH2:14])[CH:11]=[CH:10][N:9]=2)[CH2:5][CH2:4]1 |f:4.5|. Reported procedure: Hydroxymethylcyclopropane (0.17 g) was dissolved in THF (2 mL) and at 0° C. sodium hydride dispersion (55% in oil, 0.1 g) was added. The mixture was allowed to stir for 30 minutes and subsequently, a solution of 2-chloromethyl-pyrimidin-4-ylamine (0.2 g, Eur. Pat. Appl. EP 61318 A2, 1982; Eur. Pat. Appl. 60094 A2, 1982) in THF (7 mL) was added dropwise. The resulting mixture was heated to reflux for 2 hours, cooled and water was added. The mixture was extracted with ethyl acetate and the organic... Reactants: BrCC(CBr)OCc1ccccc1, [Li]CCCC, C1CCOC1, CCCCCC, CSCS(C)=O, ClCCl. The product is CSC1(S(C)=O)CC(OCc2ccccc2)C1. Reaction SMILES: [Br:12][CH2:13][CH:14]([O:15][CH2:16][c:17]1[cH:18][cH:19][cH:20][cH:21][cH:22]1)[CH2:23][Br:24].[CH2:1]([Li:2])[CH2:3][CH2:4][CH3:5].[CH2:31]1[O:32][CH2:33][CH2:34][CH2:35]1.[CH3:25][CH2:26][CH2:27][CH2:28][CH2:29][CH3:30].[CH3:6][S:7](=[O:8])[CH2:9][S:10][CH3:11].[Cl:36][CH2:37][Cl:38]>>[CH3:6][S:7](=[O:8])[C:9]1([S:10][CH3:11])[CH2:13][CH:14]([O:15][CH2:16][c:17]2[cH:18][cH:19][cH:20][cH:21][cH:22]2)[CH2:23]1. The reactants are CC(C)(C)OC(=O)N1CCC(C=CC(=O)N2CCCC(C(=O)NCCC(=O)O)C2)CC1, CCOC(C)=O, Cl. Yields the product O=C(O)CCNC(=O)C1CCCN(C(=O)C=CC2CCNCC2)C1. Reaction SMILES: [C:1]([O:2][C:3](=[O:4])[N:8]1[CH2:9][CH2:10][CH:11]([CH:14]=[CH:15][C:16](=[O:17])[N:18]2[CH2:19][CH:20]([C:24](=[O:25])[NH:26][CH2:27][CH2:28][C:29](=[O:30])[OH:31])[CH2:21][CH2:22][CH2:23]2)[CH2:12][CH2:13]1)([CH3:5])([CH3:6])[CH3:7].[CH3:33][CH2:34][O:35][C:36](=[O:37])[CH3:38].[ClH:32]>>[NH:8]1[CH2:9][CH2:10][CH:11]([CH:14]=[CH:15][C:16](=[O:17])[N:18]2[CH2:19][CH:20]([C:24](=[O:25])[NH:26][CH2:27][CH2:28][C:29](=[O:30])[OH:31])[CH2:21][CH2:22][CH2:23]2)[CH2:12][CH2:13]1. The reactants are CNC (dimethylamine), C1(=CC=CC=C1)O (phenol), C=O (paraformaldehyde). The solvent is CO (methanol). Reaction conditions: temperature 60 celsius. Product: C1(=CC=CC=C1)O (phenol), CN(C)CC1=C(C=CC=C1)O (o-dimethylaminomethylphenol). As a reaction SMILES: [CH3:1][NH:2][CH3:3].[C:4]1([OH:10])[CH:9]=[CH:8][CH:7]=[CH:6][CH:5]=1.[CH2:11]=[O:12]>CO>[C:4]1([OH:10])[CH:9]=[CH:8][CH:7]=[CH:6][CH:5]=1.[CH3:1][N:2]([CH2:7][C:6]1[CH:5]=[CH:4][CH:9]=[CH:8][C:11]=1[OH:12])[CH3:3]. Procedure: 0.45 kg of dimethylamine was passed, under normal pressure and at a reaction temperature of 20°-25° C., in the course of 5 hours into a mixture of 1.0 kg of phenol, 0.30 kg of paraformaldehyde and 3.1 kg of methanol and the reaction mixture was then warmed to 60° C. for 1 hour. After distilling off methanol and water in vacuo, 1.551 kg of a mixture which contained 0.242 kg of phenol, 0.605 kg of o-dimethylaminomethylphenol, 0.030 kg of p-dimethylaminomethylphenol, 0.302 kg of bis- and tris-dimet... Reactants: COCCOC, Cl, COC(=O)C1=Cc2cc(-c3ccc(C(F)(F)F)cc3)ccc2S(=O)(=O)CC1. Yields the product O=C(O)C1=Cc2cc(-c3ccc(C(F)(F)F)cc3)ccc2S(=O)(=O)CC1. As a reaction SMILES: [CH3:29][O:30][CH2:31][CH2:32][O:33][CH3:34].[ClH:28].[F:1][C:2]([c:3]1[cH:4][cH:5][c:6](-[c:9]2[cH:10][cH:11][c:12]3[c:13]([cH:25]2)[CH:14]=[C:15]([C:21](=[O:22])[O:23][CH3:24])[CH2:16][CH2:17][S:18]3(=[O:19])=[O:20])[cH:7][cH:8]1)([F:26])[F:27]>>[F:1][C:2]([c:3]1[cH:4][cH:5][c:6](-[c:9]2[cH:10][cH:11][c:12]3[c:13]([cH:25]2)[CH:14]=[C:15]([C:21](=[O:22])[OH:23])[CH2:16][CH2:17][S:18]3(=[O:19])=[O:20])[cH:7][cH:8]1)([F:26])[F:27]. The reactants are [Br-], CCOCC, C[Sn](C)(C)Cl, Cc1ccc(-c2ccc(C)cc2)cc1, [Cl-], [NH4+], C1CCOC1, O, Cc1ccc([Mg+])cc1. Product: Cc1ccc([Sn](C)(C)C)cc1. Reaction SMILES: [Br-:1].[CH3:10][CH2:11][O:12][CH2:13][CH3:14].[CH3:15][Sn:16]([CH3:17])([CH3:18])[Cl:19].[CH3:22][c:23]1[cH:24][cH:25][c:26](-[c:27]2[cH:28][cH:29][c:30]([CH3:31])[cH:32][cH:33]2)[cH:34][cH:35]1.[Cl-:20].[NH4+:21].[O:36]1[CH2:37][CH2:38][CH2:39][CH2:40]1.[OH2:41].[c:2]1([CH3:9])[cH:3][cH:4][c:5]([Mg+:8])[cH:6][cH:7]1>>[c:2]1([CH3:9])[cH:3][cH:4][c:5]([Sn:16]([CH3:15])([CH3:17])[CH3:18])[cH:6][cH:7]1.